Dataset: the Open Reaction Database (ORD), a public repository of structured organic reaction records. Task: describe an organic reaction: reactants, conditions, products, and yield The reactants are N1=C(C=CC2=CC=CC=C12)C=O (quinoline-2-carboxaldehyde), C(=O)(OCC)C=P(C1=CC=CC=C1)(C1=CC=CC=C1)C1=CC=CC=C1 ((carbethoxymethylene) triphenylphosphorane). The solvent is C1CCOC1 (THF). Reaction conditions: time 2 hour. The product is N1=C(C=CC2=CC=CC=C12)/C=C/C(=O)OCC ((E)-Ethyl 3-(2-quinolinyl)propenoate). Yield: 77.6%. RXN SMILES: [N:1]1[C:10]2[C:5](=[CH:6][CH:7]=[CH:8][CH:9]=2)[CH:4]=[CH:3][C:2]=1[CH:11]=O.[C:13]([CH:18]=P(C1C=CC=CC=1)(C1C=CC=CC=1)C1C=CC=CC=1)([O:15][CH2:16][CH3:17])=[O:14]>C1COCC1>[N:1]1[C:10]2[C:5](=[CH:6][CH:7]=[CH:8][CH:9]=2)[CH:4]=[CH:3][C:2]=1/[CH:11]=[CH:18]/[C:13]([O:15][CH2:16][CH3:17])=[O:14]. Reported procedure: A solution of quinoline-2-carboxaldehyde (1.51 g, 9.65 mmol) in THF (15 ml) was heated under reflux with (carbethoxymethylene) triphenylphosphorane (3.36 g). After 2 hr, the THF was removed and the residue was chromatographed using toluene/EtOAc (18:1) as eluent to afford 1.70 g of the title compound. The product is COc1cccc(OC)c1C(=O)N1CCC(N(C)c2nc3ccc(Cl)cc3o2)C1. Reaction SMILES: [Cl:1][c:2]1[cH:3][c:4]2[c:5]([n:6][c:7]([NH:9][CH:10]3[CH2:11][N:12]([C:15](=[O:16])[c:17]4[c:18]([O:25][CH3:26])[cH:19][cH:20][cH:21][c:22]4[O:23][CH3:24])[CH2:13][CH2:14]3)[o:8]2)[cH:27][cH:28]1.[K+:29].[K+:30].[O-:31][C:32]([O-:33])=[O:34].[O:35]=[CH:36][N:37]([CH3:38])[CH3:39]>>[Cl:1][c:2]1[cH:3][c:4]2[c:5]([n:6][c:7]([N:9]([CH:10]3[CH2:11][N:12]([C:15](=[O:16])[c:17]4[c:18]([O:25][CH3:26])[cH:19][cH:20][cH:21][c:22]4[O:23][CH3:24])[CH2:13][CH2:14]3)[CH3:32])[o:8]2)[cH:27][cH:28]1. Starting materials: COc1cccc(OC)c1C(=O)N1CCC(Nc2nc3ccc(Cl)cc3o2)C1, [K+], [K+], O=C([O-])[O-], CN(C)C=O. The reactants are CN1CCOCC1 (N-methylmorpholine), ClC(=O)OCC (ethyl chloroformate), C(C)(C)(C)OC(=O)N[C@H](C(=O)O)CC=C ((S)-2-((tert-butoxycarbonyl)amino)pent-4-enoic acid). The solvent is C1CCOC1 (THF). Conditions: temperature -15 celsius, time 15 minute. Yields the product OC[C@H](CC=C)NC(OC(C)(C)C)=O ((S)-tert-butyl (1-hydroxypent-4-en-2-yl)carbamate). RXN SMILES: CN1CCOCC1.ClC(OCC)=O.[C:14]([O:18][C:19]([NH:21][C@@H:22]([CH2:26][CH:27]=[CH2:28])[C:23](O)=[O:24])=[O:20])([CH3:17])([CH3:16])[CH3:15]>C1COCC1>[OH:24][CH2:23][C@@H:22]([NH:21][C:19](=[O:20])[O:18][C:14]([CH3:17])([CH3:16])[CH3:15])[CH2:26][CH:27]=[CH2:28]. Reported procedure: N-methylmorpholine (15.25 ml) and ethyl chloroformate (12.60 ml) were added to a solution of (S)-2-((tert-butoxycarbonyl)amino)pent-4-enoic acid (25.0 g) in THF (250 ml) at −15° C. After stirring the mixture at −15° C. for 15 minutes, the generated insoluble matter was filtered off. A solution of sodium borohydride (3.23 g) in water (32 ml) was added to the filtrate at −15° C., and the mixture was stirred at −15° C. for 1 hour. A saturated aqueous ammonium chloride solution was added thereto, an... The reactants are ClC=1C(N(S(C1C1=CC=CC=C1)(=O)=O)C)=O (4-chloro-2-methyl-5-phenylisothiazol-3(2H)-one 1,1-dioxide), N1(CCOCC1)C1=CC=C(C=N1)N (6-morpholin-4-ylpyridin-3-amine), M−H+. The product is CN1S(C(=C(C1=O)NC=1C=NC(=CC1)N1CCOCC1)C1=CC=CC=C1)(=O)=O (2-Methyl-4-[(6-morpholin-4-ylpyridin-3-yl)amino]-5-phenylisothiazol-3(2H)-one 1,1-dioxide). As a reaction SMILES: Cl[C:2]1[C:3](=[O:16])[N:4]([CH3:15])[S:5](=[O:14])(=[O:13])[C:6]=1[C:7]1[CH:12]=[CH:11][CH:10]=[CH:9][CH:8]=1.[N:17]1([C:23]2[N:28]=[CH:27][C:26]([NH2:29])=[CH:25][CH:24]=2)[CH2:22][CH2:21][O:20][CH2:19][CH2:18]1>>[CH3:15][N:4]1[C:3](=[O:16])[C:2]([NH:29][C:26]2[CH:27]=[N:28][C:23]([N:17]3[CH2:18][CH2:19][O:20][CH2:21][CH2:22]3)=[CH:24][CH:25]=2)=[C:6]([C:7]2[CH:12]=[CH:11][CH:10]=[CH:9][CH:8]=2)[S:5]1(=[O:14])=[O:13]. Procedure: The title compound was prepared from 4-chloro-2-methyl-5-phenylisothiazol-3(2H)-one 1,1-dioxide and 6-morpholin-4-ylpyridin-3-amine in a similar manner as described for Examples 9 and 13. 1H NMR (400 MHz, CD3CN): δ 3.20 (s, 3H), 3.26-3.30 (m, 4H), 3.65-3.70 (m, 4H), 6.31 (d, 1H), 6.94-6.99 (m, 1H), 7.11-7.22 (m, 4H), 7.25-7.30 (m, 1H), 7.58 (bs, 1H), 7.71 (d, 1H); Mass Spectrum: M−H+ 399. As a reaction SMILES: [CH2:26]([N+:27]([CH2:28][CH2:29][CH2:30][CH3:31])([CH2:32][CH2:33][CH2:34][CH3:35])[CH3:36])[CH2:37][CH2:38][CH3:39].[CH2:40]([Cl:41])[Cl:42].[CH2:4]([CH3:5])[O:6][c:7]1[c:8]([OH:13])[cH:9][cH:10][cH:11][cH:12]1.[Cl-:25].[Na+:3].[O:14]1[CH:15]([CH2:16][OH:17])[CH:18]1[c:19]1[cH:20][cH:21][cH:22][cH:23][cH:24]1.[OH-:2].[OH2:1]>>[CH2:4]([CH3:5])[O:6][c:7]1[c:8]([O:13][CH:18]([CH:15]([OH:14])[CH2:16][OH:17])[c:19]2[cH:20][cH:21][cH:22][cH:23][cH:24]2)[cH:9][cH:10][cH:11][cH:12]1. The product is CCOc1ccccc1OC(c1ccccc1)C(O)CO. Starting materials: CCCC[N+](C)(CCCC)CCCC, ClCCl, CCOc1ccccc1O, [Cl-], [Na+], OCC1OC1c1ccccc1, [OH-], O. Reactants: C(C)(C)(C)OC(N[C@@H]1COCCC1)=O ((S)-(Tetrahydro-pyran-3-yl)-carbamic acid tert-butyl ester), FC(C(=O)O)(F)F (Trifluoroacetic acid). Solvent: ClCCl (dichloromethane). Run at time 3 hour. The product is FC(C(=O)O)(F)F.O1C[C@H](CCC1)N ((S)-(Tetrahydro-pyran-3-yl)amine trifluoroacetate). Reaction SMILES: C(OC(=O)[NH:7][C@H:8]1[CH2:13][CH2:12][CH2:11][O:10][CH2:9]1)(C)(C)C.[F:15][C:16]([F:21])([F:20])[C:17]([OH:19])=[O:18]>ClCCl>[F:15][C:16]([F:21])([F:20])[C:17]([OH:19])=[O:18].[O:10]1[CH2:11][CH2:12][CH2:13][C@H:8]([NH2:7])[CH2:9]1 |f:3.4|. Procedure: (S)-(Tetrahydro-pyran-3-yl)-carbamic acid tert-butyl ester (42 mg, 0.21 mmol) was dissolved in dichloromethane (2.2 ml) and cooled in an ice bath. Trifluoroacetic acid (1.2 ml) was slowly added and the reaction was stirred at room temperature for 3 h then evaporated and dried under high vacuum to afford (S)-(Tetrahydro-pyran-3-yl)amine trifluoroacetate which was used without further purification.